This data is from the Open Reaction Database (ORD), a public repository of structured organic reaction records. The task is: describe an organic reaction: reactants, conditions, products, and yield The product is Cc1noc(NC(=O)N2CCN(c3nc(-c4ccc(F)cc4F)cs3)CC2)c1C. Starting materials: Cc1noc(NC(=O)OCC(Cl)(Cl)Cl)c1C, CS(C)=O, CCN(C(C)C)C(C)C, Fc1ccc(-c2csc(N3CCNCC3)n2)c(F)c1, O. Reaction SMILES: [CH3:1][c:2]1[n:3][o:4][c:5]([NH:8][C:9]([O:10][CH2:11][C:12]([Cl:13])([Cl:14])[Cl:15])=[O:16])[c:6]1[CH3:7].[CH3:46][S:47](=[O:48])[CH3:49].[CH:36]([N:37]([CH:38]([CH3:39])[CH3:40])[CH2:41][CH3:42])([CH3:43])[CH3:44].[F:17][c:18]1[c:19](-[c:25]2[n:26][c:27]([N:30]3[CH2:31][CH2:32][NH:33][CH2:34][CH2:35]3)[s:28][cH:29]2)[cH:20][cH:21][c:22]([F:24])[cH:23]1.[OH2:45]>>[CH3:1][c:2]1[n:3][o:4][c:5]([NH:8][C:9](=[O:16])[N:33]2[CH2:32][CH2:31][N:30]([c:27]3[n:26][c:25](-[c:19]4[c:18]([F:17])[cH:23][c:22]([F:24])[cH:21][cH:20]4)[cH:29][s:28]3)[CH2:35][CH2:34]2)[c:6]1[CH3:7].